Dataset: the Open Reaction Database (ORD), a public repository of structured organic reaction records. Task: describe an organic reaction: reactants, conditions, products, and yield The reactants are COC(=O)C(Cc1ccc(C(F)(F)F)nc1)NC(=O)OC(C)(C)C, [Li+], [OH-]. Yields the product CC(C)(C)OC(=O)NC(Cc1ccc(C(F)(F)F)nc1)C(=O)O. Reaction SMILES: [C:3]([CH3:4])([CH3:5])([CH3:6])[O:7][C:8](=[O:9])[NH:10][CH:11]([C:12](=[O:13])[O:14][CH3:15])[CH2:16][c:17]1[cH:18][n:19][c:20]([C:23]([F:24])([F:25])[F:26])[cH:21][cH:22]1.[Li+:2].[OH-:1]>>[C:3]([CH3:4])([CH3:5])([CH3:6])[O:7][C:8](=[O:9])[NH:10][CH:11]([C:12](=[O:13])[OH:14])[CH2:16][c:17]1[cH:18][n:19][c:20]([C:23]([F:24])([F:25])[F:26])[cH:21][cH:22]1. Starting materials: ClC1=NC=C2C=C(C(N(C2=C1)C)=O)C=1C=C(C=CC1C)NC(C1=CC(=CC=C1)C(F)(F)F)=O (N-[3-(7-Chloro-1-methyl-2-oxo-1,2-dihydro-[1,6]naphthyridin-3-yl)-4-methyl-phenyl]-3-trifluoromethyl-benzamide), NCC=1C=NC=CC1 (3-(aminomethyl)-pyridine), Pd2(dba)2, [Cl-].C(C)(C)C1=C(C(=CC=C1)C(C)C)[N+]1=CN(C=C1)C1=C(C=CC=C1C(C)C)C(C)C (1,3-Bis(2,6-di-i-propylphenyl)-imidazolium chloride), potassium tert-butanoxide. Run in O1CCOCC1 (1,4-dioxane). Run at time 14 hour. Yields the product CC1=C(C=C(C=C1)NC(C1=CC(=CC=C1)C(F)(F)F)=O)C=1C(N(C2=CC(=NC=C2C1)NCC=1C=NC=CC1)C)=O (N-(4-Methyl-3-{1-methyl-2-oxo-7-[(pyridin-3-ylmethyl)-amino]-1,2-dihydro-[1,6]naphthyridin-3-yl}-phenyl)-3-trifluoromethyl-benzamide). RXN SMILES: Cl[C:2]1[CH:11]=[C:10]2[C:5]([CH:6]=[C:7]([C:14]3[CH:15]=[C:16]([NH:21][C:22](=[O:33])[C:23]4[CH:28]=[CH:27][CH:26]=[C:25]([C:29]([F:32])([F:31])[F:30])[CH:24]=4)[CH:17]=[CH:18][C:19]=3[CH3:20])[C:8](=[O:13])[N:9]2[CH3:12])=[CH:4][N:3]=1.[NH2:34][CH2:35][C:36]1[CH:37]=[N:38][CH:39]=[CH:40][CH:41]=1.[Cl-].C(C1C=CC=C(C(C)C)C=1[N+]1C=CN(C2C(C(C)C)=CC=CC=2C(C)C)C=1)(C)C>O1CCOCC1>[CH3:20][C:19]1[CH:18]=[CH:17][C:16]([NH:21][C:22](=[O:33])[C:23]2[CH:28]=[CH:27][CH:26]=[C:25]([C:29]([F:30])([F:32])[F:31])[CH:24]=2)=[CH:15][C:14]=1[C:7]1[C:8](=[O:13])[N:9]([CH3:12])[C:10]2[C:5]([CH:6]=1)=[CH:4][N:3]=[C:2]([NH:34][CH2:35][C:36]1[CH:37]=[N:38][CH:39]=[CH:40][CH:41]=1)[CH:11]=2 |f:2.3|. Procedure: N-[3-(7-Chloro-1-methyl-2-oxo-1,2-dihydro-[1,6]naphthyridin-3-yl)-4-methyl-phenyl]-3-trifluoromethyl-benzamide (50 mg, 0.106 mmol) is mixed with 3-(aminomethyl)-pyridine (18 mg, 0.16 mmol), Pd2(dba)2 (2.4 mg, 2.5%), 1,3-Bis(2,6-di-i-propylphenyl)-imidazolium chloride (2.3 mg, 5%) and potassium tert-butanoxide (17.8 mg, 0.159 mmol) under an argon environment. 6 mL of anhydrous 1,4-dioxane is added and the reaction is continued at 100° C. for 14 hours. After cooling and removal of solvent under va... Reactants: CC1=CC=CC=2N3C(=NC21)SC(C3)C3=NC=CC=C3 (2,3-dihydro-8-methyl-2-(2-pyridyl)thiazolo[3.2-a]-benzimidazole), ClC=1C=C(C(=O)OO)C=CC1 (m-chloroperoxybenzoic acid). Product: CC1=CC=CC=2N3C(=NC21)S(C(C3)C3=NC=CC=C3)=O (2,3-Dihydro-8-methyl-2-(2-pyridyl)thiazolo[3,2-a]benzimidazole-1-oxide). Reported procedure: In a manner analogous to Example 4 2,3-dihydro-8-methyl-2-(2-pyridyl)thiazolo[3.2-a]-benzimidazole (1.04 g) was reacted with m-chloroperoxybenzoic acid (0.85 g) to give the title compound (0.83 g. 80%) mp 182° C decomp. Yield: 75.3%. As a reaction SMILES: [CH3:1][C:2]1[C:10]2[N:9]=[C:8]3[S:11][CH:12]([C:14]4[CH:19]=[CH:18][CH:17]=[CH:16][N:15]=4)[CH2:13][N:7]3[C:6]=2[CH:5]=[CH:4][CH:3]=1.ClC1C=C(C=CC=1)C(OO)=[O:25]>>[CH3:1][C:2]1[C:10]2[N:9]=[C:8]3[S:11](=[O:25])[CH:12]([C:14]4[CH:19]=[CH:18][CH:17]=[CH:16][N:15]=4)[CH2:13][N:7]3[C:6]=2[CH:5]=[CH:4][CH:3]=1. Starting materials: C1(=CC=CC=C1)C1(CCN(CC1)CC1=CC=CC=C1)C#N (4-Phenyl-4-cyano-1-benzyl-piperidine), [OH-].[Na+] (sodium hydroxide), C(C)O (ethanol). Run at temperature 50 celsius, time 20 hour. Yields the product C1(=CC=CC=C1)C1(CCN(CC1)CC1=CC=CC=C1)C(=O)[NH2]=O (4-phenyl-1-benzyl-piperidine-4-carboxylic acid amide N-oxide). As a reaction SMILES: [C:1]1([C:7]2([C:20]#[N:21])[CH2:12][CH2:11][N:10]([CH2:13][C:14]3[CH:19]=[CH:18][CH:17]=[CH:16][CH:15]=3)[CH2:9][CH2:8]2)[CH:6]=[CH:5][CH:4]=[CH:3][CH:2]=1.[OH-:22].[Na+].C([OH:26])C>>[C:1]1([C:7]2([C:20]([NH2:21]=[O:26])=[O:22])[CH2:8][CH2:9][N:10]([CH2:13][C:14]3[CH:15]=[CH:16][CH:17]=[CH:18][CH:19]=3)[CH2:11][CH2:12]2)[CH:2]=[CH:3][CH:4]=[CH:5][CH:6]=1 |f:1.2|. Procedure: 4-Phenyl-4-cyano-1-benzyl-piperidine (535 g, 1940 mmol) was combined with aqueous sodium hydroxide (85 mL, 50% by weight) and ethanol (5 L) and the mixture was heated to 50° C. The heating was removed, and a solution of hydrogen peroxide (856 mL, 30% by weight in water) was added at such a rate that the temperature of the reaction mixture does not rise above 50° C. The reaction mixture was then stirred at 50° C. for 20 hours. The reaction mixture was diluted with water (3 L) and the ethanol was ...